From a dataset of the Open Reaction Database (ORD), a public repository of structured organic reaction records. describe an organic reaction: reactants, conditions, products, and yield The reactants are CN1CCN(CC1)C1=CC=C2CCNC2=C1 (6-(4-methylpiperazin-1-yl)-2,3-dihydro-1H-indole), ClC1=CC2=C(SC(=C2C)S(=O)(=O)Cl)C=C1 (5-chloro-3-methylbenzo[b]thiophene-2-sulfonyl chloride), [N+](=O)([O-])C=1C=C(N)C=CC1 (3-nitroaniline), Intermediate 3. Product: ClC1=CC2=C(SC(=C2C)S(=O)(=O)N2CCC3=CC=C(C=C23)N2CCN(CC2)C)C=C1 (1-(5-Chloro-3-methylbenzo[b]thiophene-2-sulfonyl)-6-(4-methylpiperazin-1-yl)-2,3-dihydro-1H-indole). As a reaction SMILES: [CH3:1][N:2]1[CH2:7][CH2:6][N:5]([C:8]2[CH:16]=[C:15]3[C:11]([CH2:12][CH2:13][NH:14]3)=[CH:10][CH:9]=2)[CH2:4][CH2:3]1.[N+](C1C=C(C=CC=1)N)([O-])=O.[Cl:27][C:28]1[CH:41]=[CH:40][C:31]2[S:32][C:33]([S:36](Cl)(=[O:38])=[O:37])=[C:34]([CH3:35])[C:30]=2[CH:29]=1>>[Cl:27][C:28]1[CH:41]=[CH:40][C:31]2[S:32][C:33]([S:36]([N:14]3[C:15]4[C:11](=[CH:10][CH:9]=[C:8]([N:5]5[CH2:4][CH2:3][N:2]([CH3:1])[CH2:7][CH2:6]5)[CH:16]=4)[CH2:12][CH2:13]3)(=[O:37])=[O:38])=[C:34]([CH3:35])[C:30]=2[CH:29]=1. Reported procedure: The title compound (E123) was prepared from 6-(4-methylpiperazin-1-yl)-2,3-dihydro-1H-indole (prepared from 3-nitroaniline, using methodology of WO95/06637 Intermediate 3) (39 mg, 0.18 mmol) and 5-chloro-3-methylbenzo[b]thiophene-2-sulfonyl chloride (50 mg; 0.18 mmol) using the method of Example 1 (75 mg, 84%) MH+=462/464. Reactants: C(=CCC)C1=CC=CC(=N1)C (6-(1-Butenyl)-2-picoline), [H][H] (hydrogen). The reagents and catalysts are [Pd] (Pd/C). Run in CCOC(=O)C (EtOAc). Yields the product C(CCC)C1=CC=CC(=N1)C (6-Butyl-2-picoline). Yield: 92.5%. As a reaction SMILES: [CH:1]([C:5]1[N:10]=[C:9]([CH3:11])[CH:8]=[CH:7][CH:6]=1)=[CH:2][CH2:3][CH3:4].[H][H]>CCOC(C)=O.[Pd]>[CH2:1]([C:5]1[N:10]=[C:9]([CH3:11])[CH:8]=[CH:7][CH:6]=1)[CH2:2][CH2:3][CH3:4]. Procedure details: The picoline from Step 1 (970 mg) was hydrogenated for 50 minutes at 20 psi of hydrogen in EtOAc (30 mL) using 5% Pd/C (90 mg) as catalyst. Filtration and concentration in vacuo gave 910 mg of the title compound. Starting materials: C(C1=CC=CC=C1)N1N=C(C(=C1)C)COC (1-benzyl-3-(methoxymethyl)-4-methyl-1H-pyrazole), C(C1=CC=CC=C1)N1N=C(C(=C1)C)COC (1-benzyl-3-(methoxymethyl)-4-methyl-1H-pyrazole). The solvent is CO (methanol). Conditions: time 2 day. Yields the product COCC1=NNC=C1C (3-(Methoxymethyl)-4-methyl-1H-pyrazole). Isolated yield 122.3%. As a reaction SMILES: C([N:8]1[CH:12]=[C:11]([CH3:13])[C:10]([CH2:14][O:15][CH3:16])=[N:9]1)C1C=CC=CC=1>CO>[CH3:16][O:15][CH2:14][C:10]1[C:11]([CH3:13])=[CH:12][NH:8][N:9]=1. Reported procedure: Into a 100-mL round-bottom flask, was placed a solution of 1-benzyl-3-(methoxymethyl)-4-methyl-1H-pyrazole (compound 268.3, 700 mg, 3.24 mmol) in methanol (10 mL). The system was purged with nitrogen, then Pd(OH)2/C (70 mg, 20 wt %) and aqueous HCl (2 M, 0.3 mL) were carefully added. The system was then charged with hydrogen (1 atm) and the resulting mixture was stirred for 2 days at room temperature. The system was purged with nitrogen, then the solids were removed by filtration and the filtrat... Reactants: CC1=C(C(=O)NCC=Cc2ccccc2)C(c2ccc([N+](=O)[O-])cc2)C(C(=O)OCCC#N)=C(C)N1, CO, Cl, [Na+], [OH-]. Product: CC1=C(C(=O)O)C(c2ccc([N+](=O)[O-])cc2)C(C(=O)NCC=Cc2ccccc2)=C(C)N1. RXN SMILES: [CH3:1][C:2]1=[C:7]([C:8](=[O:9])[O:10][CH2:11][CH2:12][C:13]#[N:14])[CH:6]([c:15]2[cH:16][cH:17][c:18]([N+:21](=[O:22])[O-:23])[cH:19][cH:20]2)[C:5]([C:24]([NH:25][CH2:26][CH:27]=[CH:28][c:29]2[cH:30][cH:31][cH:32][cH:33][cH:34]2)=[O:35])=[C:4]([CH3:36])[NH:3]1.[CH3:40][OH:41].[ClH:39].[Na+:38].[OH-:37]>>[CH3:1][C:2]1=[C:7]([C:8](=[O:9])[OH:10])[CH:6]([c:15]2[cH:16][cH:17][c:18]([N+:21](=[O:22])[O-:23])[cH:19][cH:20]2)[C:5]([C:24]([NH:25][CH2:26][CH:27]=[CH:28][c:29]2[cH:30][cH:31][cH:32][cH:33][cH:34]2)=[O:35])=[C:4]([CH3:36])[NH:3]1.